From a dataset of the Open Reaction Database (ORD), a public repository of structured organic reaction records. describe an organic reaction: reactants, conditions, products, and yield Yields the product C(C)OC1=CC(C(C=C1)N=CN1C(NCC1)=N[N+](=O)[O-])=C=O (1-(4-ethoxy-carbonylphenyliminomethyl)-2-nitroiminoimidazolidine). Solvent: C(C)(=O)OCC (ethyl acetate). Reaction SMILES: N[C:2]1[CH:12]=[CH:11][C:5]([C:6]([O:8]CC)=O)=[CH:4][CH:3]=1.C([O-])([O-])[O:14][CH2:15][CH3:16].[CH3:19][N:20]1CCN(C)C1=O.[N+:27]([N:30]=[C:31]1[NH:35][CH2:34][CH2:33][NH:32]1)([O-:29])=[O:28]>C(OCC)(=O)C>[CH2:15]([O:14][C:3]1[CH:2]=[CH:12][CH:11]([N:20]=[CH:19][N:32]2[CH2:33][CH2:34][NH:35][C:31]2=[N:30][N+:27]([O-:29])=[O:28])[C:5](=[C:6]=[O:8])[CH:4]=1)[CH3:16]. Starting materials: NC1=CC=C(C(=O)OCC)C=C1 (ethyl p-aminobenzoate), C(OCC)([O-])[O-] (ethyl orthoformate), CN1C(N(CC1)C)=O (1,3-dimethyl-2-imidazolidinone), saturated saline solution, [N+](=O)([O-])N=C1NCCN1 (nitroiminoimidazolidine). Conditions: temperature 140 celsius, time 5 minute. Procedure details: A mixture of 10.0 g of ethyl p-aminobenzoate, 10.8 g of ethyl orthoformate, 10 ml of 1,3-dimethyl-2-imidazolidinone and 0.05 g of boron trifluoride ether complex was placed in a reactor equipped with Dean's stark tube and agitated at 140° C. for about 5 minutes, followed by further addition of 7.9 g of nitroiminoimidazolidine and agitation at 180° C. for 1 hour. The reaction mixture was poured into 200 ml of a saturated saline solution, to which 150 ml of ethyl acetate was added. The resultant c... The product is C(C)(C)OC(=O)N1C2=C(C(CCC1)N(CC1=CC(=CC(=C1)C(F)(F)F)C(F)(F)F)C(C)=O)C=CC(=C2C)Cl ((+/−)-5-[Acetyl-(3,5-bis-trifluoromethyl-benzyl)-amino]-8-chloro-9-methyl-2,3,4,5-tetrahydro-benzo[b]azepine-1-carboxylic acid isopropyl ester). Isolated yield 41.6%. The reactants are C(C)(=O)Cl (acetyl chloride), C(C)(C)OC(=O)N1C2=C(C(CCC1)NCC1=CC(=CC(=C1)C(F)(F)F)C(F)(F)F)C=CC(=C2C)Cl ((+/−)-5-(3,5-Bis-trifluoromethyl-benzylamino)-8-chloro-9-methyl-2,3,4,5-tetrahydro-benzo[b]azepine-1-carboxylic acid isopropyl ester), N1=CC=CC=C1 (pyridine). Reaction SMILES: [C:1](Cl)(=[O:3])[CH3:2].[CH:5]([O:8][C:9]([N:11]1[CH2:17][CH2:16][CH2:15][CH:14]([NH:18][CH2:19][C:20]2[CH:25]=[C:24]([C:26]([F:29])([F:28])[F:27])[CH:23]=[C:22]([C:30]([F:33])([F:32])[F:31])[CH:21]=2)[C:13]2[CH:34]=[CH:35][C:36]([Cl:39])=[C:37]([CH3:38])[C:12]1=2)=[O:10])([CH3:7])[CH3:6].N1C=CC=CC=1>ClCCl>[CH:5]([O:8][C:9]([N:11]1[CH2:17][CH2:16][CH2:15][CH:14]([N:18]([C:1](=[O:3])[CH3:2])[CH2:19][C:20]2[CH:21]=[C:22]([C:30]([F:33])([F:31])[F:32])[CH:23]=[C:24]([C:26]([F:28])([F:29])[F:27])[CH:25]=2)[C:13]2[CH:34]=[CH:35][C:36]([Cl:39])=[C:37]([CH3:38])[C:12]1=2)=[O:10])([CH3:7])[CH3:6]. Solvent: ClCCl (dichloromethane). Procedure: Inject titanium isopropoxide (0.176 mL, 0.60 mmol) to a mixture of 8-chloro-9-methyl-5-oxo-2,3,4,5-tetrahydro-benzo[b]azepine-1-carboxylic acid isopropyl ester (90 mg, 0.30 mmol) and 3,5-bis(trifluoromethyl)benzylamine (137 mg, 0.45 mmol) at room temperature under an atmosphere of nitrogen and stir the solution for 14 h. Add methanol (1.3 mL) and sodium borohydride (28 mg, 0.75 mmol) and stir the mixture under nitrogen at room temperature for 2 h. Add 0.1M NaOH, stir for 30 min. Filter through c... Reaction conditions: time 30 minute.